describe an organic reaction: reactants, conditions, products, and yield From a dataset of the Open Reaction Database (ORD), a public repository of structured organic reaction records. Starting materials: C(CC)C1C(C2=CC=C(C=C2C1)C(F)(F)F)=O (2-propyl-5-trifluoromethyl-indan-1-one), CC(C)(C)OC(=O)/N=N/C(=O)OC(C)(C)C (di-tert-butylazodicarboxylate), [Li]CCCC (n-BuLi), O (Water). Run in O1CCCC1 (tetrahydrofuran), O1CCCC1 (tetrahydrofuran), O1CCCC1 (tetrahydrofuran). Conditions: temperature -20 celsius, time 30 minute. Yields the product CC(C)(C)OC(=O)NN(C(=O)OC(C)(C)C)C1(C(C2=CC=C(C=C2C1)C(F)(F)F)=O)CCC (bis(1,1-dimethylethyl) 1-[2.3-dihydro-1-oxo-2-propyl-5-(trifluoromethyl)-1H-inden-2-yl]-1.2-hydrazinedicarboxylic acid). Isolated yield 74.5%. Reaction SMILES: [Li]CCCC.[CH2:6]([CH:9]1[CH2:17][C:16]2[C:11](=[CH:12][CH:13]=[C:14]([C:18]([F:21])([F:20])[F:19])[CH:15]=2)[C:10]1=[O:22])[CH2:7][CH3:8].[CH3:23][C:24]([O:27][C:28](/[N:30]=[N:31]/[C:32]([O:34][C:35]([CH3:38])([CH3:37])[CH3:36])=[O:33])=[O:29])([CH3:26])[CH3:25].O>O1CCCC1>[CH3:26][C:24]([O:27][C:28]([NH:30][N:31]([C:9]1([CH2:6][CH2:7][CH3:8])[CH2:17][C:16]2[C:11](=[CH:12][CH:13]=[C:14]([C:18]([F:20])([F:21])[F:19])[CH:15]=2)[C:10]1=[O:22])[C:32]([O:34][C:35]([CH3:38])([CH3:37])[CH3:36])=[O:33])=[O:29])([CH3:23])[CH3:25]. Procedure details: To a solution of diisopropropylamine (1.3 mL, 9.1 mmol) in 30 mL tetrahydrofuran cooled to −78° C. was added 6.0 mL n-BuLi (1.6M, 9.5 mmol). The mixture was allowed to warm to −20° C. over 20 min, then re-cooled to −78° C. A solution of the product from Step C (2.0 g, 8.3 mmol) in 15 mL tetrahydrofuran was added dropwise. After 30 min, a solution of di-tert-butylazodicarboxylate (2.1 g, 9.1 mmol) in 20 mL tetrahydrofuran was added dropwise. The reaction was allowed to slowly warm to RT and stirr...